From a dataset of the Open Reaction Database (ORD), a public repository of structured organic reaction records. describe an organic reaction: reactants, conditions, products, and yield Reactants: FC(C(=O)O)(F)F (trifluoroacetic acid), N (NH3), FC=1C=NC=C(C(=NO)Cl)C1 (5-Fluoro-N-hydroxynicotinimidoyl chloride), C(#C)C=1C=C(N)C=CC1 (3-ethynylaniline). Product: FC=1C=C(C=NC1)C1=NOC(=C1)C=1C=C(N)C=CC1 (3-(3-(5-Fluoropyridin-3-yl)isoxazol-5-yl)aniline). Reaction SMILES: FC(F)(F)C(O)=O.[F:8][C:9]1[CH:10]=[N:11][CH:12]=[C:13]([CH:18]=1)[C:14](Cl)=[N:15][OH:16].[C:19]([C:21]1[CH:22]=[C:23]([CH:25]=[CH:26][CH:27]=1)[NH2:24])#[CH:20].N>>[F:8][C:9]1[CH:18]=[C:13]([C:14]2[CH:20]=[C:19]([C:21]3[CH:22]=[C:23]([CH:25]=[CH:26][CH:27]=3)[NH2:24])[O:16][N:15]=2)[CH:12]=[N:11][CH:10]=1. Procedure details: The titled compound was prepared as the trifluoroacetic acid salt according to Method CD using the product of Example 28B (88 mg, 0.5 mmol) and 3-ethynylaniline (Aldrich, 59 mg, 0.5 mmol). 1H NMR (300 MHz, MeOH-d4) δ 6.82-6.91 (m, 1H), 7.13-7.49 (m, 4H), 8.16 (dt, J=9.2, 2.2 Hz, 1H), 8.60 (d, J=2.7 Hz, 1 H), 8.96 (s, 1H) ppm; MS (DCI/NH3) m/z 256 (M+H)+. Starting materials: COC(=O)Cc1c(C2=CCC(c3ccccc3)(N(C)C)CC2)[nH]c2ccccc12, CC(=O)O, CCO. The product is COC(=O)Cc1c(C2CCC(c3ccccc3)(N(C)C)CC2)[nH]c2ccccc12. Reaction SMILES: [CH3:1][N:2]([C:3]1([c:23]2[cH:24][cH:25][cH:26][cH:27][cH:28]2)[CH2:4][CH:5]=[C:6]([c:9]2[nH:10][c:11]3[cH:12][cH:13][cH:14][cH:15][c:16]3[c:17]2[CH2:18][C:19](=[O:20])[O:21][CH3:22])[CH2:7][CH2:8]1)[CH3:29].[CH3:30][C:31](=[O:32])[OH:33].[CH3:34][CH2:35][OH:36]>>[CH3:1][N:2]([C:3]1([c:23]2[cH:24][cH:25][cH:26][cH:27][cH:28]2)[CH2:4][CH2:5][CH:6]([c:9]2[nH:10][c:11]3[cH:12][cH:13][cH:14][cH:15][c:16]3[c:17]2[CH2:18][C:19](=[O:20])[O:21][CH3:22])[CH2:7][CH2:8]1)[CH3:29]. Starting materials: ice, C(C)(C)(C)C=1C=C(N(N1)C)NC(=O)NC1=CC=C(C=C1)OC1CCNCC1 (1-(5-tert-butyl-2-methyl-2H-pyrazol-3-yl)-3-[4-(piperidin-4-yloxy)-phenyl]-urea), ON1N=NC2=C1C=CC=C2 (1-hydroxybenzotriazole), C(C1=CC=CC=C1)(=O)O (benzoic acid), C1CCC(CC1)N=C=NC2CCCCC2 (DCC). Solvent: ClCCl.C1CCOC1 (dichloromethane THF). Reaction conditions: temperature 22 celsius, time 19 hour. The product is C(C)(C)(C)C=1C=C(N(N1)C)NC(=O)NC1=CC=C(C=C1)OC1CCN(CC1)C(C1=CC=CC=C1)=O (1-(5-tert-Butyl-2-methyl-2H-pyrazol-3-yl)-3-{4-[1-(benzoyl)-piperidin-4-yloxy]phenyl}urea). The yield is 93.4%. As a reaction SMILES: [C:1]([C:5]1[CH:6]=[C:7]([NH:11][C:12]([NH:14][C:15]2[CH:20]=[CH:19][C:18]([O:21][CH:22]3[CH2:27][CH2:26][NH:25][CH2:24][CH2:23]3)=[CH:17][CH:16]=2)=[O:13])[N:8]([CH3:10])[N:9]=1)([CH3:4])([CH3:3])[CH3:2].ON1C2C=CC=CC=2N=N1.[C:38](O)(=[O:45])[C:39]1[CH:44]=[CH:43][CH:42]=[CH:41][CH:40]=1.C1CCC(N=C=NC2CCCCC2)CC1>ClCCl.C1COCC1>[C:1]([C:5]1[CH:6]=[C:7]([NH:11][C:12]([NH:14][C:15]2[CH:20]=[CH:19][C:18]([O:21][CH:22]3[CH2:27][CH2:26][N:25]([C:38](=[O:45])[C:39]4[CH:44]=[CH:43][CH:42]=[CH:41][CH:40]=4)[CH2:24][CH2:23]3)=[CH:17][CH:16]=2)=[O:13])[N:8]([CH3:10])[N:9]=1)([CH3:4])([CH3:2])[CH3:3] |f:4.5|. Procedure details: To an ice-cooled solution of 1-(5-tert-butyl-2-methyl-2H-pyrazol-3-yl)-3-[4-(piperidin-4-yloxy)-phenyl]-urea (82.2 mg, 0.22 mmol), 1-hydroxybenzotriazole (HOBt, 50.1 mg, 0.37 mmol), and benzoic acid (38.8 mg, 0.32 mmol) in dichloromethane-THF (1:1, 2 mL) is added DCC (52.0 mg, 0.25 mmol). The reaction mixture is stirred at 22° C. for 19 hours. The crude product is purified on a silica gel chromatography with ethyl acetate-hexanes to provide a white solid (97.7 mg, 93.4% yield, ES+(m/z) 476.1 [M+... The reactants are [BH4-].[Na+] (Sodium borohydride), C(C1=CC=CC=C1)N1CC(C(CC1)=O)CCCC (1-benzyl-3-n-butylpiperidin-4-one). The solvent is CO (methanol). Reaction conditions: time 1 hour. Product: C(C1=CC=CC=C1)N1CC(C(CC1)O)CCCC (1-benzyl-3-n-butyl-4-hydroxypiperidine). As a reaction SMILES: [BH4-].[Na+].[CH2:3]([N:10]1[CH2:15][CH2:14][C:13](=[O:16])[CH:12]([CH2:17][CH2:18][CH2:19][CH3:20])[CH2:11]1)[C:4]1[CH:9]=[CH:8][CH:7]=[CH:6][CH:5]=1>CO>[CH2:3]([N:10]1[CH2:15][CH2:14][CH:13]([OH:16])[CH:12]([CH2:17][CH2:18][CH2:19][CH3:20])[CH2:11]1)[C:4]1[CH:5]=[CH:6][CH:7]=[CH:8][CH:9]=1 |f:0.1|. Reported procedure: Sodium borohydride (0.4 g, 12.2 mmole) was added to the stirred solution of 1-benzyl-3-n-butylpiperidin-4-one (2.8 g, 9.3 mmole) in methanol (20 ml) at 0-5° C. over a period of 5 min, and stirring was continued for 1 hr at ambient temperature. The reaction mixture was concentrated to dryness, triturated with water (20 ml) and extracted with ethyl acetate. The ethyl acetate extract was dried (Na2SO4) and concentrated to dryness to furnish 1-benzyl-3-n-butyl-4-hydroxypiperidine as oil. Yield 2.5 g... Reactants: CC(C)(C)OC(=O)NC12CC3CC(C1)C(=NO)C(C3)C2, C1COCCO1, Cl. The product is Cl, NC12CC3CC(C1)C(=NO)C(C3)C2. As a reaction SMILES: [C:1]([O:2][C:3](=[O:4])[NH:7][C:8]12[CH2:9][CH:10]3[C:11](=[N:18][OH:19])[CH:12]([CH2:13][CH:14]([CH2:15]1)[CH2:16]3)[CH2:17]2)([CH3:5])([CH3:6])[CH3:20].[CH2:22]1[O:23][CH2:24][CH2:25][O:26][CH2:27]1.[ClH:21]>>[ClH:21].[NH2:7][C:8]12[CH2:9][CH:10]3[C:11](=[N:18][OH:19])[CH:12]([CH2:13][CH:14]([CH2:15]1)[CH2:16]3)[CH2:17]2. Procedure details: To a solution in THF (15 mL) of O-benzyl-4-[3-(4-fluorophenyl)phenoxy]butanohydroxamic acid (0.29 g, 0.77 mmol), prepared as in step 3, was added 10% palladium on carbon (0.107 g) and the mixture was stirred overnight under a positive H2 pressure. Purification by reverse phase high performance liquid chromatography gave 4-[3-(4-fluorophenyl)phenoxy]butanohydroxamic acid (57 mg) as a white solid. 1H NMR (DMSO-d6) δ 1.94 (m, 2H), 2.16 (t, 2H, J=7 Hz), 4.03 (t, 2H, J=6 Hz), 6.92 (dd, 1H, J=2, 8 Hz)... The product is FC1=CC=C(C=C1)C=1C=C(OCCCC(=O)NO)C=CC1 (4-[3-(4-fluorophenyl)phenoxy]butanohydroxamic acid). Run in C1CCOC1 (THF). Starting materials: C(C1=CC=CC=C1)ONC(CCCOC1=CC(=CC=C1)C1=CC=C(C=C1)F)=O (O-benzyl-4-[3-(4-fluorophenyl)phenoxy]butanohydroxamic acid). The yield is 25.6%. Reaction conditions: time 8 hour. Reagents/catalysts: [Pd] (palladium on carbon). Reaction SMILES: C([O:8][NH:9][C:10](=[O:28])[CH2:11][CH2:12][CH2:13][O:14][C:15]1[CH:20]=[CH:19][CH:18]=[C:17]([C:21]2[CH:26]=[CH:25][C:24]([F:27])=[CH:23][CH:22]=2)[CH:16]=1)C1C=CC=CC=1>C1COCC1.[Pd]>[F:27][C:24]1[CH:23]=[CH:22][C:21]([C:17]2[CH:16]=[C:15]([CH:20]=[CH:19][CH:18]=2)[O:14][CH2:13][CH2:12][CH2:11][C:10]([NH:9][OH:8])=[O:28])=[CH:26][CH:25]=1. Reactants: [NH4+].[Cl-] (NH4Cl), C(C1=CC=CC=C1)N1C(=CC2=CC(=CC=C12)C(C(F)(F)F)(C(F)(F)F)O)C=O (1-benzyl-5-(2,2,2-trifluoro-1-hydroxy-1-trifluoromethyl-ethyl)-1H-indole-2-carbaldehyde), C1CCC2=NCCCN2CC1 (DBU), [Si](CC)(CC)(CC)Cl (TESCl). Solvent: CCOCC (Et2O), CN(C)C=O (DMF). Reaction conditions: time 8 hour. The product is C(C1=CC=CC=C1)N1C(=CC2=CC(=CC=C12)C(C(F)(F)F)(C(F)(F)F)O[Si](CC)(CC)CC)C=O (1-benzyl-5-(2,2,2-trifluoro-1-triethylsilanyloxy-1-trifluoromethyl-ethyl)-1H-indole-2-carbaldehyde). Isolated yield 92.0%. As a reaction SMILES: [CH2:1]([N:8]1[C:16]2[C:11](=[CH:12][C:13]([C:17]([OH:26])([C:22]([F:25])([F:24])[F:23])[C:18]([F:21])([F:20])[F:19])=[CH:14][CH:15]=2)[CH:10]=[C:9]1[CH:27]=[O:28])[C:2]1[CH:7]=[CH:6][CH:5]=[CH:4][CH:3]=1.C1CCN2C(=NCCC2)CC1.[Si:40](Cl)([CH2:45][CH3:46])([CH2:43][CH3:44])[CH2:41][CH3:42].[NH4+].[Cl-]>CN(C=O)C.CCOCC>[CH2:1]([N:8]1[C:16]2[C:11](=[CH:12][C:13]([C:17]([O:26][Si:40]([CH2:45][CH3:46])([CH2:43][CH3:44])[CH2:41][CH3:42])([C:22]([F:25])([F:23])[F:24])[C:18]([F:19])([F:20])[F:21])=[CH:14][CH:15]=2)[CH:10]=[C:9]1[CH:27]=[O:28])[C:2]1[CH:3]=[CH:4][CH:5]=[CH:6][CH:7]=1 |f:3.4|. Procedure details: To a solution of 0.33 g (0.82 mmol) of 1-benzyl-5-(2,2,2-trifluoro-1-hydroxy-1-trifluoromethyl-ethyl)-1H-indole-2-carbaldehyde (example 23) in 3 mL of DMF at 0° C. were added 0.15 mL (0.99 mmol) of DBU, followed by 0.17 mL (0.99 mmol) of TESCl. The mixture was stirred at RT overnight and then poured into a mixture of a saturated aqueous solution of NH4Cl and Et2O. The phases were separated and the aqueous one was extracted with Et2O. The combined organic phases were dried over Na2SO4 and evapora... The reactants are C#Cc1ccc(CCC(=O)OC)cc1, OCc1cccc(I)c1. Yields the product COC(=O)CCc1ccc(C#Cc2cccc(CO)c2)cc1. RXN SMILES: [C:1](#[CH:2])[c:3]1[cH:4][cH:5][c:6]([CH2:9][CH2:10][C:11](=[O:12])[O:13][CH3:14])[cH:7][cH:8]1.[I:15][c:16]1[cH:17][c:18]([CH2:22][OH:23])[cH:19][cH:20][cH:21]1>>[C:1](#[C:2][c:16]1[cH:17][c:18]([CH2:22][OH:23])[cH:19][cH:20][cH:21]1)[c:3]1[cH:4][cH:5][c:6]([CH2:9][CH2:10][C:11](=[O:12])[O:13][CH3:14])[cH:7][cH:8]1.